This data is from the Open Reaction Database (ORD), a public repository of structured organic reaction records. The task is: describe an organic reaction: reactants, conditions, products, and yield The reactants are COc1ccc(Cn2nnc3c(=O)c4ccc(OCCCN5CCN(Cc6ccc(Cl)cc6)CC5)cc4oc32)cc1, O=C(O)C(F)(F)F. Product: O=c1c2ccc(OCCCN3CCN(Cc4ccc(Cl)cc4)CC3)cc2oc2nn[nH]c12. RXN SMILES: [Cl:1][c:2]1[cH:3][cH:4][c:5]([CH2:6][N:7]2[CH2:8][CH2:9][N:10]([CH2:13][CH2:14][CH2:15][O:16][c:17]3[cH:18][c:19]4[c:20]([c:21](=[O:37])[c:22]5[c:23]([n:24]([CH2:27][c:28]6[cH:29][cH:30][c:31]([O:32][CH3:33])[cH:34][cH:35]6)[n:25][n:26]5)[o:36]4)[cH:38][cH:39]3)[CH2:11][CH2:12]2)[cH:40][cH:41]1.[OH:42][C:43]([C:44]([F:45])([F:46])[F:47])=[O:48]>>[Cl:1][c:2]1[cH:3][cH:4][c:5]([CH2:6][N:7]2[CH2:8][CH2:9][N:10]([CH2:13][CH2:14][CH2:15][O:16][c:17]3[cH:18][c:19]4[c:20]([c:21](=[O:37])[c:22]5[c:23]([n:24][n:25][nH:26]5)[o:36]4)[cH:38][cH:39]3)[CH2:11][CH2:12]2)[cH:40][cH:41]1. Starting materials: BrC1=C(C=C(S1)C=O)C (5-bromo-4-methyl-thiophene-2-carbaldehyde), S(=O)(=O)(C1=CC=C(C)C=C1)C[N+]#[C-] (tosylmethyl isocyanide), C(=O)([O-])[O-].[K+].[K+] (K2CO3). Run in CO (methanol). Reaction conditions: time 5 minute. Product: BrC1(C(=CCS1)C)C1=CN=CO1 (5-bromo-4-methyl-5-(oxazol-5-yl)-thiophene). Isolated yield 83.0%. As a reaction SMILES: [Br:1][C:2]1[S:6][C:5](C=O)=[CH:4][C:3]=1[CH3:9].S([CH2:20][N+:21]#[C-:22])(C1C=CC(C)=CC=1)(=O)=O.[C:23]([O-:26])([O-])=O.[K+].[K+]>CO>[Br:1][C:2]1([C:23]2[O:26][CH:22]=[N:21][CH:20]=2)[S:6][CH2:5][CH:4]=[C:3]1[CH3:9] |f:2.3.4|. Procedure: The mixed solution of 5-bromo-4-methyl-thiophene-2-carbaldehyde (k) (0.93 mmol) in methanol (4 mL) was added tosylmethyl isocyanide (1.02 mmol) and K2CO3 (1.88 mmol). The reaction was stirred at room temperature for 5 min before heated to 80° C. in the sealed tube. After 30 min, the solution was cooled to room temperature and concentrated. Column chromatography afforded 5-bromo-4-methyl-5-(oxazol-5-yl)-thiophene (l) (190 mg, 80%). Compound (n) was prepared using a Suzuki Coupling reaction analog... The reactants are C1(=CC=CC=C1O)C (o-cresol), CC(CO)=C (2-methyl-2-propen-1 -ol), C=O (paraformaldehyde), C(CCC)NCCCC (dibutylamine), C(C)(=O)O (acetic acid). Run at temperature 170 celsius, time 6 hour. The product is CC1(OC2=C(C=CC=C2CC1)C)CO (2,8-dimethyl-2-hydroxymethylchroman). As a reaction SMILES: [C:1]1([CH3:8])[C:6]([OH:7])=[CH:5][CH:4]=[CH:3][CH:2]=1.[CH3:9][C:10](=[CH2:13])[CH2:11][OH:12].C=O.[CH2:16](NCCCC)CCC.C(O)(=O)C>>[CH3:13][C:10]1([CH2:11][OH:12])[CH2:9][CH2:16][C:5]2[C:6](=[C:1]([CH3:8])[CH:2]=[CH:3][CH:4]=2)[O:7]1. Reported procedure: A pressure-proof reaction vessel equipped with a stirrer was charged with 16.2 g (0.15 mole) of o-cresol, 54.1 g (0.75 mole) of 2-methyl-2-propen-1 -ol, 6.2 g (0.165 mole) of 80% paraformaldehyde, 1.9 g (0.01 5 mole) of dibutylamine and 4.5 g (0.075 mole) of acetic acid, and the mixture was reacted, with stirring, at 170° C. for 6 hours. The reactants are N1C(=O)NC(=O)C=C1 (uracil), CN(C)CCN(C)C (N,N,N,N-tetramethylethylenediamine), FC(C=1C=C(C=CC1)B(O)O)(F)F (3-trifluoromethylphenyl boronic acid). The reagents and catalysts are C(C)(=O)[O-].[Cu+2].C(C)(=O)[O-] (copper(II) acetate). Run in CO.CN(C=O)C.O (methanol dimethy formamide water). The product is FC(C=1C=C(C=CC1)N1C(NC(C=C1)=O)=O)(F)F (1-(3-trifluoromethylphenyl)pyrimidin-2,4(1H,3H)-dione). The yield is 4.8%. RXN SMILES: [NH:1]1[CH:8]=[CH:7][C:5](=[O:6])[NH:4][C:2]1=[O:3].CN(CCN(C)C)C.[F:17][C:18]([F:29])([F:28])[C:19]1[CH:20]=[C:21](B(O)O)[CH:22]=[CH:23][CH:24]=1>CO.CN(C)C=O.O.C([O-])(=O)C.[Cu+2].C([O-])(=O)C>[F:17][C:18]([F:29])([F:28])[C:19]1[CH:24]=[C:23]([N:1]2[CH:8]=[CH:7][C:5](=[O:6])[NH:4][C:2]2=[O:3])[CH:22]=[CH:21][CH:20]=1 |f:3.4.5,6.7.8|. Procedure details: To a solution of uracil (8.9 g), copper(II) acetate (9.6 g), N,N,N,N-tetramethylethylenediamine (10.2 ml) in methanol/dimethy formamide/water (500/100/100 ml) was added 3-trifluoromethylphenyl boronic acid (10.0 g) and the resulting mixture was stirred at room temperature for twelve hours. The reaction mixture was concentrated under reduced pressure so as to remove methanol and thereto was added water (100 ml). The resulting mixture was extracted with ethyl acetate (100 ml×3) and the organic lay... Starting materials: ClC1=NC=CN=C1C(O)C1=CC=C(C=C1)CC ((2-chloropyrazin-3-yl)-(4-ethylphenyl)methanol), [OH-].[K+] (KOH), C(=O)([O-])[O-].[K+].[K+] (K2CO3), C(C1=CC=CC=C1)O (benzyl alcohol), COCCOCCN(CCOCCOC)CCOCCOC (tris[2-(2-methoxyethoxy)ethyl]amine). The solvent is O (water), C1(=CC=CC=C1)C (toluene). Reaction conditions: temperature 120 celsius, time 2 hour. Yields the product C(C1=CC=CC=C1)OC1=NC=CN=C1CC1=CC=C(C=C1)CC (2-benzyloxy-3-(4-ethylbenzyl)pyrazine). Isolated yield 11.0%. RXN SMILES: Cl[C:2]1[C:7]([CH:8]([C:10]2[CH:15]=[CH:14][C:13]([CH2:16][CH3:17])=[CH:12][CH:11]=2)O)=[N:6][CH:5]=[CH:4][N:3]=1.[OH-].[K+].C([O-])([O-])=O.[K+].[K+].[CH2:26]([OH:33])[C:27]1[CH:32]=[CH:31][CH:30]=[CH:29][CH:28]=1.COCCOCCN(CCOCCOC)CCOCCOC>C1(C)C=CC=CC=1.O>[CH2:26]([O:33][C:2]1[C:7]([CH2:8][C:10]2[CH:15]=[CH:14][C:13]([CH2:16][CH3:17])=[CH:12][CH:11]=2)=[N:6][CH:5]=[CH:4][N:3]=1)[C:27]1[CH:32]=[CH:31][CH:30]=[CH:29][CH:28]=1 |f:1.2,3.4.5|. Reported procedure: Next, to a solution of (2-chloropyrazin-3-yl)-(4-ethylphenyl)methanol (3.1 g, 0.0125 mol) in toluene (24 mL), KOH (2.8 g, 0.050 mol), K2CO3 (1.7 g, 0.0125 mol), benzyl alcohol (1.89 g, 0.0175 mol) and tris[2-(2-methoxyethoxy)ethyl]amine (0.40 g, 0.00125 mol) were added and stirred at 120° C. for 2 hours. After cooling the reaction mixture to room temperature, water was poured and the resulting mixture was extracted twice with ethyl acetate. The combined organic layers were washed with saturated ... The reactants are NN1C(C2=CC=CC=C2C(=N1)N1CCOCC1)=O (2-amino-4-morpholinophthalazin-1(2H)-one), ClC1=C(C(=CC=C1)Cl)CC(=O)O (2-(2,6-dichlorophenyl)acetic acid). Product: ClC1=C(C(=CC=C1)Cl)CC(=O)NN1C(C2=CC=CC=C2C(=N1)N1CCOCC1)=O (2-(2,6-dichlorophenyl)-N-[4-(morpholin-4-yl)-1-oxophthalazin-2(1H)-yl]acetamide). As a reaction SMILES: [NH2:1][N:2]1[N:11]=[C:10]([N:12]2[CH2:17][CH2:16][O:15][CH2:14][CH2:13]2)[C:9]2[C:4](=[CH:5][CH:6]=[CH:7][CH:8]=2)[C:3]1=[O:18].[Cl:19][C:20]1[CH:25]=[CH:24][CH:23]=[C:22]([Cl:26])[C:21]=1[CH2:27][C:28](O)=[O:29]>>[Cl:19][C:20]1[CH:25]=[CH:24][CH:23]=[C:22]([Cl:26])[C:21]=1[CH2:27][C:28]([NH:1][N:2]1[N:11]=[C:10]([N:12]2[CH2:17][CH2:16][O:15][CH2:14][CH2:13]2)[C:9]2[C:4](=[CH:5][CH:6]=[CH:7][CH:8]=2)[C:3]1=[O:18])=[O:29]. Procedure details: The product of Example 1B and 2-(2,6-dichlorophenyl)acetic acid were treated using a method similar to that described in Example 111 to give the title compound. 1H NMR (500 MHz, DMSO-d6/Deuterium Oxide) δ ppm 8.31 (d, J=7.9 Hz, 1H), 8.02-8.08 (m, 1H), 7.96-8.00 (m, 1H), 7.89-7.95 (m, 1H), 7.49-7.51 (m, 2H), 7.30-7.45 (m, 1H), 4.04 (s, 2H), 3.81-3.84 (m, 4H), 3.08-3.12 (m, 4H); MS (ESI+) M/Z 433 (M+H)+.